Dataset: the Open Reaction Database (ORD), a public repository of structured organic reaction records. Task: describe an organic reaction: reactants, conditions, products, and yield Reactants: Cl.Cl.COC(=O)C=1N(C2=CC(=CC=C2C(C1CC1=CC=C(C=C1)S(=O)(=O)N1CCNCC1)=O)Cl)C1=CC=CC=C1 (7-Chloro-4-oxo-1-phenyl-3-[4-(piperazine-1-sulfonyl)-benzyl]-1,4-dihydroquinoline-2-carboxylic acid methyl ester bishydrochloride), Cl.Cl.COC(=O)C=1N(C2=CC(=CC=C2C(C1CC1=CC=C(C=C1)S(=O)(=O)N1CCNCC1)=O)Cl)C1=CC=CC=C1 (7-Chloro-4-oxo-1-phenyl-3-[4-(piperazine-1-sulfonyl)-benzyl]-1,4-dihydroquinoline-2-carboxylic acid methyl ester bishydrochloride), Cl (HCl). The solvent is O1CCOCC1 (1,4-dioxane), C(Cl)Cl (DCM). Product: COC(=O)C=1N(C2=CC(=CC=C2C(C1CC1=CC=C(C=C1)S(=O)(=O)N1CCNCC1)=O)Cl)C1=CC=CC=C1 (7-Chloro-4-oxo-1-phenyl-3-[4-(piperazine-1-sulfonyl)-benzyl]-1,4-dihydroquinoline-2-carboxylic acid methyl ester). As a reaction SMILES: Cl.Cl.[CH3:3][O:4][C:5]([C:7]1[N:8]([C:35]2[CH:40]=[CH:39][CH:38]=[CH:37][CH:36]=2)[C:9]2[C:14]([C:15](=[O:33])[C:16]=1[CH2:17][C:18]1[CH:23]=[CH:22][C:21]([S:24]([N:27]3[CH2:32][CH2:31][NH:30][CH2:29][CH2:28]3)(=[O:26])=[O:25])=[CH:20][CH:19]=1)=[CH:13][CH:12]=[C:11]([Cl:34])[CH:10]=2)=[O:6].Cl>O1CCOCC1.C(Cl)Cl>[CH3:3][O:4][C:5]([C:7]1[N:8]([C:35]2[CH:40]=[CH:39][CH:38]=[CH:37][CH:36]=2)[C:9]2[C:14]([C:15](=[O:33])[C:16]=1[CH2:17][C:18]1[CH:19]=[CH:20][C:21]([S:24]([N:27]3[CH2:32][CH2:31][NH:30][CH2:29][CH2:28]3)(=[O:26])=[O:25])=[CH:22][CH:23]=1)=[CH:13][CH:12]=[C:11]([Cl:34])[CH:10]=2)=[O:6] |f:0.1.2|. Procedure details: 7-Chloro-4-oxo-1-phenyl-3-[4-(piperazine-1-sulfonyl)-benzyl]-1,4-dihydroquinoline-2-carboxylic acid methyl ester bishydrochloride (off-white powder) (compound 67) can be prepared utilizing HCl in 1,4-dioxane instead of TFA in DCM. MS=552 [M+H]+; MP=214.0-215.5° C. The reactants are BrCC=1OC(=CC1C(=O)OC)C1=CC=C(C=C1)C(F)(F)F (Methyl 2-bromomethyl-5-[4-(trifluoromethyl)phenyl]-3-furoate), BrCC=1OC(=CC1C(=O)OC)C1=CC=C(C=C1)C(F)(F)F (Methyl 2-bromomethyl-5-[4-(trifluoromethyl)phenyl]-3-furoate), COC1=CC=C(C=C1)N1CCNCC1 (1-(4-methoxyphenyl)piperazine). Yields the product COC1=CC=C(C=C1)N1CCN(CC1)CC=1OC(=CC1CO)C1=CC=C(C=C1)C(F)(F)F ({2-{[4-(4-methoxyphenyl)piperazin-1-yl]methyl}-5-[4-(trifluoromethyl)phenyl]-3-furyl}methanol). RXN SMILES: Br[CH2:2][C:3]1[O:4][C:5]([C:12]2[CH:17]=[CH:16][C:15]([C:18]([F:21])([F:20])[F:19])=[CH:14][CH:13]=2)=[CH:6][C:7]=1[C:8]([O:10]C)=O.[CH3:22][O:23][C:24]1[CH:29]=[CH:28][C:27]([N:30]2[CH2:35][CH2:34][NH:33][CH2:32][CH2:31]2)=[CH:26][CH:25]=1>>[CH3:22][O:23][C:24]1[CH:25]=[CH:26][C:27]([N:30]2[CH2:35][CH2:34][N:33]([CH2:2][C:3]3[O:4][C:5]([C:12]4[CH:17]=[CH:16][C:15]([C:18]([F:21])([F:20])[F:19])=[CH:14][CH:13]=4)=[CH:6][C:7]=3[CH2:8][OH:10])[CH2:32][CH2:31]2)=[CH:28][CH:29]=1. Procedure: The title compound was prepared using methyl 2-(bromomethyl)-5-[4-(trifluoromethyl)phenyl]-3-furoate (intermediate 44) and 1-(4-methoxyphenyl)piperazine. The reactants are [BH4-], CO, O=Cc1ccc(-c2ccc(F)cc2)cc1, CC(C)(C)OC(=O)NCc1cccc(CN)c1, [Na+]. The product is CC(C)(C)OC(=O)NCc1cccc(CNCc2ccc(-c3ccc(F)cc3)cc2)c1. Reaction SMILES: [BH4-:33].[CH3:35][OH:36].[F:1][c:2]1[cH:3][cH:4][c:5](-[c:8]2[cH:9][cH:10][c:11]([CH:14]=[O:15])[cH:12][cH:13]2)[cH:6][cH:7]1.[NH2:16][CH2:17][c:18]1[cH:19][c:20]([CH2:21][NH:22][C:23]([O:24][C:25]([CH3:26])([CH3:27])[CH3:28])=[O:29])[cH:30][cH:31][cH:32]1.[Na+:34]>>[F:1][c:2]1[cH:3][cH:4][c:5](-[c:8]2[cH:9][cH:10][c:11]([CH2:14][NH:16][CH2:17][c:18]3[cH:19][c:20]([CH2:21][NH:22][C:23]([O:24][C:25]([CH3:26])([CH3:27])[CH3:28])=[O:29])[cH:30][cH:31][cH:32]3)[cH:12][cH:13]2)[cH:6][cH:7]1. The reactants are C(#N)C=1C=C(C=CC1)B(O)O ((3-cyanophenyl)boronic acid), BrC1=CN(C2=CC(=CC=C12)S(=O)(=O)N(C1=NC=NS1)CC1=C(C=C(C=C1)OC)OC)C (3-bromo-N-(2,4-dimethoxybenzyl)-1-methyl-N-(1,2,4-thiadiazol-5-yl)-1H-indole-6-sulfonamide). Yields the product C(#N)C=1C=C(C=CC1)C1=CN(C2=CC(=CC=C12)S(=O)(=O)NC1=NC=NS1)C (3-(3-cyanophenyl)-1-methyl-N-(1,2,4-thiadiazol-5-yl)-1H-indole-6-sulfonamide). Reaction SMILES: [C:1]([C:3]1[CH:4]=[C:5](B(O)O)[CH:6]=[CH:7][CH:8]=1)#[N:2].Br[C:13]1[C:21]2[C:16](=[CH:17][C:18]([S:22]([N:25](CC3C=CC(OC)=CC=3OC)[C:26]3[S:30][N:29]=[CH:28][N:27]=3)(=[O:24])=[O:23])=[CH:19][CH:20]=2)[N:15]([CH3:42])[CH:14]=1>>[C:1]([C:3]1[CH:4]=[C:5]([C:13]2[C:21]3[C:16](=[CH:17][C:18]([S:22]([NH:25][C:26]4[S:30][N:29]=[CH:28][N:27]=4)(=[O:23])=[O:24])=[CH:19][CH:20]=3)[N:15]([CH3:42])[CH:14]=2)[CH:6]=[CH:7][CH:8]=1)#[N:2]. Reported procedure: The title compound was prepared in an analogous manner to that described in Example 28 using (3-cyanophenyl)boronic acid and 3-bromo-N-(2,4-dimethoxybenzyl)-1-methyl-N-(1,2,4-thiadiazol-5-yl)-1H-indole-6-sulfonamide, and the desired product, 3-(3-cyanophenyl)-1-methyl-N-(1,2,4-thiadiazol-5-yl)-1H-indole-6-sulfonamide, was isolated as an off-white solid. 1H NMR (500 MHz, DMSO-d6) δ ppm 3.90 (s, 3 H) 7.56 (dd, J=8.48, 1.60 Hz, 1 H) 7.61-7.69 (m, 2 H) 7.86-7.92 (m, 2 H) 7.94-8.07 (m, 4 H). m/z (ESI... The reactants are S1CC(=C2C13C(=NC=C2)C=CC=C3)C(=O)O (benzo[b]thieno[2,3-c]pyridine-3-carboxylic acid), S1CC(=C2C13C(=NC=C2)C=CC=C3)C(=O)N3C(CCCC3C)C (1-(benzo[b]thieno[2,3-c]pyridine-3-carbonyl)-2,6-dimethyl-piperidine). Yields the product S1CC(=C2C13C(=NC=C2)C=CC=C3)C(=O)N3CCOCC3 (4-(benzo[b]thieno[2,3-c]pyridine-3-carbonyl)-morpholine). Reaction SMILES: S1C23C=CC=CC2=NC=CC3=C(C(O)=[O:15])C1.[S:17]1[C:21]23[CH:29]=[CH:28][CH:27]=[CH:26][C:22]2=[N:23][CH:24]=[CH:25][C:20]3=[C:19]([C:30]([N:32]2[CH:37]([CH3:38])CC[CH2:34][CH:33]2C)=[O:31])[CH2:18]1>>[S:17]1[C:21]23[CH:29]=[CH:28][CH:27]=[CH:26][C:22]2=[N:23][CH:24]=[CH:25][C:20]3=[C:19]([C:30]([N:32]2[CH2:37][CH2:38][O:15][CH2:34][CH2:33]2)=[O:31])[CH2:18]1. Reported procedure: By following the same procedure as above using benzo[b]thieno[2,3-c]pyridine-3-carboxylic acid as the starting material, 1-(benzo[b]thieno[2,3-c]pyridine-3-carbonyl)-2,6-dimethyl-piperidine and 4-(benzo[b]thieno[2,3-c]pyridine-3-carbonyl)-morpholine were obtained. (See Table 13-1, Table 13-2, Table 13-3).